Dataset: the Open Reaction Database (ORD), a public repository of structured organic reaction records. Task: describe an organic reaction: reactants, conditions, products, and yield The solvent is C(C)N(CC)CC (triethylamine). Reported procedure: [4-tert-Butyl-3-(cyclopropylmethoxy)phenoxy]acetic acid (139 mg, 0.5 mmol), 2-chloro-1,3-dimethylimidazolinium chloride (CDI) (89 mg, 0.6 mmol), triethylamine (0.2 ml) and N-[4-(aminomethyl)-2-fluorophenyl]methanesulfonamide hydrochloride (140 mg, 0.6 mmol) were treated in the same procedure described in Example 2(b). The crude residue was applied to a silica gel chromatography column and eluted with a volume mixture of hexane and ethyl acetate (3/1) to furnish 188 mg (78% yield) of the title co... As a reaction SMILES: [C:1]([C:5]1[CH:15]=[CH:14][C:8]([O:9][CH2:10][C:11]([OH:13])=O)=[CH:7][C:6]=1[O:16][CH2:17][CH:18]1[CH2:20][CH2:19]1)([CH3:4])([CH3:3])[CH3:2].[Cl-].ClC1N(C)CC[NH+]1C.Cl.[NH2:31][CH2:32][C:33]1[CH:38]=[CH:37][C:36]([NH:39][S:40]([CH3:43])(=[O:42])=[O:41])=[C:35]([F:44])[CH:34]=1>C(N(CC)CC)C>[C:1]([C:5]1[CH:15]=[CH:14][C:8]([O:9][CH2:10][C:11]([NH:31][CH2:32][C:33]2[CH:38]=[CH:37][C:36]([NH:39][S:40]([CH3:43])(=[O:42])=[O:41])=[C:35]([F:44])[CH:34]=2)=[O:13])=[CH:7][C:6]=1[O:16][CH2:17][CH:18]1[CH2:20][CH2:19]1)([CH3:2])([CH3:3])[CH3:4] |f:1.2,3.4|. Yields the product C(C)(C)(C)C1=C(C=C(OCC(=O)NCC2=CC(=C(C=C2)NS(=O)(=O)C)F)C=C1)OCC1CC1 (2-[4-tert-Butyl-3-(cyclopropylmethoxy)phenoxy]-N-{3-fluoro-4-[(methylsulfonyl)amino]benzyl}acetamide). The reactants are crude residue, C(C)(C)(C)C1=C(C=C(OCC(=O)O)C=C1)OCC1CC1 ([4-tert-Butyl-3-(cyclopropylmethoxy)phenoxy]acetic acid), [Cl-].ClC1[NH+](CCN1C)C (2-chloro-1,3-dimethylimidazolinium chloride), Cl.NCC1=CC(=C(C=C1)NS(=O)(=O)C)F (N-[4-(aminomethyl)-2-fluorophenyl]methanesulfonamide hydrochloride). The yield is 78.6%. Starting materials: CS(=O)(=O)Cl, CCN1C(=O)C(C)(C)c2cc3[nH]c(-c4n[nH]cc4N)nc3cc21. Product: CCN1C(=O)C(C)(C)c2cc3nc(-c4n[nH]cc4NS(C)(=O)=O)[nH]c3cc21. As a reaction SMILES: [CH3:24][S:25](=[O:26])(=[O:27])[Cl:28].[NH2:1][c:2]1[c:3](-[c:7]2[n:8][c:9]3[c:10]([cH:11][c:12]4[c:16]([cH:17]3)[N:15]([CH2:18][CH3:19])[C:14](=[O:20])[C:13]4([CH3:21])[CH3:22])[nH:23]2)[n:4][nH:5][cH:6]1>>[NH:1]([c:2]1[c:3](-[c:7]2[nH:8][c:9]3[c:10]([cH:11][c:12]4[c:16]([cH:17]3)[N:15]([CH2:18][CH3:19])[C:14](=[O:20])[C:13]4([CH3:21])[CH3:22])[n:23]2)[n:4][nH:5][cH:6]1)[S:25]([CH3:24])(=[O:26])=[O:27]. Starting materials: C(C)(C)(C)OC(C[C@@H](CCCC1CCCCC1)C1=NC(=NO1)CN(C)CC(=O)O)=O ([({5-[(1R)-1-(2-tert-butoxy-2-oxoethyl)-4-cyclohexylbutyl]-1,2,4-oxadiazol-3-yl}methyl)(methyl)amino]acetic acid), CN (methylamine). Yields the product C1(CCCCC1)CCC[C@H](CC(=O)OC(C)(C)C)C1=NC(=NO1)CN(CC(=O)NC)C (tert-butyl(3R)-6-cyclohexyl-3-[3-({methyl[2-(methylamino)-2-oxoethyl]amino}methyl)-1,2,4-oxadiazol-5-yl]hexanoate). Reaction SMILES: [C:1]([O:5][C:6](=[O:30])[CH2:7][C@H:8]([C:18]1[O:22][N:21]=[C:20]([CH2:23][N:24]([CH2:26][C:27]([OH:29])=O)[CH3:25])[N:19]=1)[CH2:9][CH2:10][CH2:11][CH:12]1[CH2:17][CH2:16][CH2:15][CH2:14][CH2:13]1)([CH3:4])([CH3:3])[CH3:2].[CH3:31][NH2:32]>>[CH:12]1([CH2:11][CH2:10][CH2:9][C@@H:8]([C:18]2[O:22][N:21]=[C:20]([CH2:23][N:24]([CH3:25])[CH2:26][C:27]([NH:32][CH3:31])=[O:29])[N:19]=2)[CH2:7][C:6]([O:5][C:1]([CH3:3])([CH3:2])[CH3:4])=[O:30])[CH2:13][CH2:14][CH2:15][CH2:16][CH2:17]1. Reported procedure: Method as for preparation 56 using [({5-[(1R)-1-(2-tert-butoxy-2-oxoethyl)-4-cyclohexylbutyl]-1,2,4-oxadiazol-3-yl}methyl)(methyl)amino]acetic acid (preparation 133) (618 mg, 1.46 mmol) and methylamine (2M in THF) (1.4 ml, 2.80 mmol) as starting materials. Starting materials: CN(C)C=O, CCCCCC, COc1cc(OC)nc(Cl)n1, [H-], [Na+], OCc1ccccc1. Yields the product COc1cc(OC)nc(OCc2ccccc2)n1. RXN SMILES: [CH3:22][N:23]([CH3:24])[CH:25]=[O:26].[CH3:27][CH2:28][CH2:29][CH2:30][CH2:31][CH3:32].[Cl:9][c:10]1[n:11][c:12]([O:18][CH3:19])[cH:13][c:14]([O:16][CH3:17])[n:15]1.[H-:20].[Na+:21].[OH:1][CH2:2][c:3]1[cH:4][cH:5][cH:6][cH:7][cH:8]1>>[O:1]([CH2:2][c:3]1[cH:4][cH:5][cH:6][cH:7][cH:8]1)[c:10]1[n:11][c:12]([O:18][CH3:19])[cH:13][c:14]([O:16][CH3:17])[n:15]1. The reactants are C(C)(=O)C1=C2C=CNC2=CC=C1 (4-Acetylindole), C(C)(=O)OCC (ethyl acetate), [H-].[Na+] (Sodium hydride). Yields the product N1C=CC2=C(C=CC=C12)C(CC(C)=O)=O (1-(1H-indol-4-yl)-1,3-butanedione). RXN SMILES: [C:1]([C:4]1[CH:12]=[CH:11][CH:10]=[C:9]2[C:5]=1[CH:6]=[CH:7][NH:8]2)(=[O:3])[CH3:2].[H-].[Na+].[C:15](OCC)(=[O:17])[CH3:16]>>[NH:8]1[C:9]2[C:5](=[C:4]([C:1](=[O:3])[CH2:2][C:15](=[O:17])[CH3:16])[CH:12]=[CH:11][CH:10]=2)[CH:6]=[CH:7]1 |f:1.2|. Procedure: 4-Acetylindole (0.101 g) was refluxed in 5 mL of ethyl acetate. Sodium hydride (0.20 g, 60% oil dispersion) was added in portions to the refluxing solution until thin layer chromatography analysis showed complete consumption of the starting material. The reaction mixture was quenched with water and acidified to pH 3. The ethyl acetate layer was dried (magnesium sulfate) and concentrated to give a crude product. The crude material was chromatographed on silica gel, eluting with hexane/ethyl aceta... Starting materials: OC1=CC=C2[C@@H]([C@@H](COC2=C1)C1=CC=CC=C1)C1=CC=C(C=C1)OCCCCCCCCCCBr ((+,-) cis 7-Hydroxy-4-[4-(10-Bromodecyloxy)-phenyl]-3-phenyl-chroman), N1CCOCC1 (morpholine). The product is C(C1=CC=CC=C1)OC1=CC=C2[C@@H]([C@@H](COC2=C1)C1=CC=CC=C1)C1=CC=C(C=C1)OCCCCCCCCCCN1CCOCC1 ((+,-) cis 7-Benzyloxy 4-[4-(morpholinodecyloxy)-phenyl]-3-phenyl-chroman). As a reaction SMILES: [OH:1][C:2]1[CH:11]=[C:10]2[C:5]([C@H:6]([C:18]3[CH:23]=[CH:22][C:21]([O:24][CH2:25][CH2:26][CH2:27][CH2:28][CH2:29][CH2:30][CH2:31][CH2:32][CH2:33][CH2:34]Br)=[CH:20][CH:19]=3)[C@H:7]([C:12]3[CH:17]=[CH:16][CH:15]=[CH:14][CH:13]=3)[CH2:8][O:9]2)=[CH:4][CH:3]=1.[NH:36]1[CH2:41][CH2:40][O:39][CH2:38][CH2:37]1>>[CH2:6]([O:1][C:2]1[CH:11]=[C:10]2[C:5]([C@H:6]([C:18]3[CH:23]=[CH:22][C:21]([O:24][CH2:25][CH2:26][CH2:27][CH2:28][CH2:29][CH2:30][CH2:31][CH2:32][CH2:33][CH2:34][N:36]4[CH2:41][CH2:40][O:39][CH2:38][CH2:37]4)=[CH:20][CH:19]=3)[C@H:7]([C:12]3[CH:17]=[CH:16][CH:15]=[CH:14][CH:13]=3)[CH2:8][O:9]2)=[CH:4][CH:3]=1)[C:5]1[CH:10]=[CH:11][CH:2]=[CH:3][CH:4]=1. Procedure: From (+,-) cis 7-Hydroxy-4-[4-(10-Bromodecyloxy)-phenyl]-3-phenyl-chroman (300 mg, 0.48 mmol) and morpholine (208 mg, 2.4 mmol). Reactants: C(C)(C)N1C(SCC1=O)=NO (3-isopropyl-2-oximino-4-thiazolidinone), CN=C=O (methylisocyanate). The reagents and catalysts are C(C)N(CC)CC (triethylamine). Run in CC(=O)C.C(C)#N (acetone acetonitrile). Conditions: time 8 hour. Product: C(C)(C)N1C(SCC1=O)=NOC(NC)=O (3-ISOPROPYL-2-[O-(METHYLCARBAMOYL) OXIMINO]-4-THIAZOLIDINONE). RXN SMILES: [CH:1]([N:4]1[C:8](=[O:9])[CH2:7][S:6][C:5]1=[N:10][OH:11])([CH3:3])[CH3:2].[CH3:12][N:13]=[C:14]=[O:15]>CC(C)=O.C(#N)C.C(N(CC)CC)C>[CH:1]([N:4]1[C:8](=[O:9])[CH2:7][S:6][C:5]1=[N:10][O:11][C:14](=[O:15])[NH:13][CH3:12])([CH3:3])[CH3:2] |f:2.3|. Procedure details: To a solution of 1.0 g of 3-isopropyl-2-oximino-4-thiazolidinone in 50 ml acetone-acetonitrile solution (1:1) was added 1 ml of methylisocyanate and 5 drops of triethylamine. The reaction mixture was placed in a pressure bottle and left overnight at ambient temperature. After concentrating under vacuo the residual oil was diluted with diethylether. On cooling the product crystallized. Recrystallized from ethyl ether. Weight 1.8 g. m.p. 94°-96°C. The reactants are CN(CCCS(=O)(=O)N1CCC(CC1)C1=CNC2=C(C=C(C=C12)C1=CC(=CC=C1)C=O)C(=O)N)C (3-(1-{[3-(dimethylamino)propyl]sulfonyl}-4-piperidinyl)-5-(3-formylphenyl)-1H-indole-7-carboxamide), C(C)N (ethyl amine), C1CCOC1 (THF), [BH4-].[Na+] (NaBH4). Solvent: CO.C(Cl)Cl (MeOH CH2Cl2). Conditions: time 8 hour. Product: CN(CCCS(=O)(=O)N1CCC(CC1)C1=CNC2=C(C=C(C=C12)C1=CC(=CC=C1)CNCC)C(=O)N)C (3-(1-{[3-(dimethylamino)propyl]sulfonyl}-4-piperidinyl)-5-{3-[(ethylamino) methyl]phenyl}-1H-indole-7-carboxamide). Yield: 52.0%. RXN SMILES: [CH3:1][N:2]([CH3:35])[CH2:3][CH2:4][CH2:5][S:6]([N:9]1[CH2:14][CH2:13][CH:12]([C:15]2[C:23]3[C:18](=[C:19]([C:32]([NH2:34])=[O:33])[CH:20]=[C:21]([C:24]4[CH:29]=[CH:28][CH:27]=[C:26]([CH:30]=O)[CH:25]=4)[CH:22]=3)[NH:17][CH:16]=2)[CH2:11][CH2:10]1)(=[O:8])=[O:7].[CH2:36]([NH2:38])[CH3:37].C1COCC1.[BH4-].[Na+]>CO.C(Cl)Cl>[CH3:35][N:2]([CH3:1])[CH2:3][CH2:4][CH2:5][S:6]([N:9]1[CH2:10][CH2:11][CH:12]([C:15]2[C:23]3[C:18](=[C:19]([C:32]([NH2:34])=[O:33])[CH:20]=[C:21]([C:24]4[CH:29]=[CH:28][CH:27]=[C:26]([CH2:30][NH:38][CH2:36][CH3:37])[CH:25]=4)[CH:22]=3)[NH:17][CH:16]=2)[CH2:13][CH2:14]1)(=[O:8])=[O:7] |f:3.4,5.6|. Reported procedure: To a solution of 3-(1-{[3-(dimethylamino)propyl]sulfonyl}-4-piperidinyl)-5-(3-formylphenyl)-1H-indole-7-carboxamide (25 mg, 0.05 mmol) in MeOH/CH2Cl2 (1 mL/1 mL) was added 2M ethyl amine in THF (0.15 mL, 0.30 mmol). The reaction mixture was stirred at room temperature for 2 hours before NaBH4 (12 mg, 0.3 mmol) was added. The reaction mixture was stirred at room temperature overnight and evaporated all the solvent. The residue was purified by using a Gilson semi-preparative HPLC system, eluting w... Starting materials: C[Si](C)(C)S[Si](C)(C)C, C[O-], CN1CCCC1=O, N#Cc1cnc2ccc(I)cn12, [Na+], O. Product: NC(=S)c1cnc2ccc(I)cn12. As a reaction SMILES: [CH3:13][Si:14]([S:17][Si:15]([CH3:16])([CH3:18])[CH3:19])([CH3:20])[CH3:21].[CH3:22][O-:23].[CH3:26][N:27]1[CH2:28][CH2:29][CH2:30][C:31]1=[O:32].[I:1][c:2]1[cH:3][cH:4][c:5]2[n:6]([cH:7]1)[c:8]([C:11]#[N:12])[cH:9][n:10]2.[Na+:24].[OH2:25]>>[I:1][c:2]1[cH:3][cH:4][c:5]2[n:6]([cH:7]1)[c:8]([C:11]([NH2:12])=[S:17])[cH:9][n:10]2.